From a dataset of the Open Reaction Database (ORD), a public repository of structured organic reaction records. describe an organic reaction: reactants, conditions, products, and yield Starting materials: NC(=O)CN1[C@@H]([C@]2([C@@H](CC1=O)C1=CC(=CC=C1)Cl)C(NC1=CC(=CC=C12)Br)=O)C(=C)C.COC(C)[Si](C)(C)C ((2′R,3R,4′S)-1′-(aminocarbonyl-methyl)-6-bromo-4′-(3-chlorophenyl)-2′-isopropenyl-2,3-dihydro-2,6′-dioxospiro[indole-3,3′-piperidine] 1-methoxyethyl trimethylsilane). Run in FC(C(=O)O)(F)F (trifluoroacetic acid), ClCCl (dichloromethane). Reaction conditions: time 0.5 hour. Yields the product NC(=O)CN1[C@@H]([C@]2([C@@H](CC1=O)C1=CC(=CC=C1)Cl)C(NC1=CC(=CC=C12)Br)=O)C(=C)C ((2′R,3R,4′S)-1′-(aminocarbonyl-methyl)-6-bromo-4′-(3-chlorophenyl)-2′-isopropenylspiro[3H-indole-3,3′-piperidine]-2,6′(1H)-dione). The yield is 92.5%. Reaction SMILES: [NH2:1][C:2]([CH2:4][N:5]1[C:10](=[O:11])[CH2:9][C@@H:8]([C:12]2[CH:17]=[CH:16][CH:15]=[C:14]([Cl:18])[CH:13]=2)[C@@:7]2([C:26]3[C:21](=[CH:22][C:23]([Br:27])=[CH:24][CH:25]=3)[NH:20][C:19]2=[O:28])[C@H:6]1[C:29]([CH3:31])=[CH2:30])=[O:3].COC([Si](C)(C)C)C>FC(F)(F)C(O)=O.ClCCl>[NH2:1][C:2]([CH2:4][N:5]1[C:10](=[O:11])[CH2:9][C@@H:8]([C:12]2[CH:17]=[CH:16][CH:15]=[C:14]([Cl:18])[CH:13]=2)[C@@:7]2([C:26]3[C:21](=[CH:22][C:23]([Br:27])=[CH:24][CH:25]=3)[NH:20][C:19]2=[O:28])[C@H:6]1[C:29]([CH3:31])=[CH2:30])=[O:3] |f:0.1|. Reported procedure: The chiral (2′R,3R,4′S)-1′-(aminocarbonyl-methyl)-6-bromo-4′-(3-chlorophenyl)-2′-isopropenyl-2,3-dihydro-2,6′-dioxospiro[indole-3,3′-piperidine]-1-methoxyethyl trimethylsilane (27 mg, 0.043 mmol) was dissolved in a solution of trifluoroacetic acid (2 mL) in dichloromethane (5 mL). The reaction mixture was stirred at room temperature for 0.5 h, then concentrated. The residue was dissolved in a solution of methanol (3 mL) and N,N′-diisopropylethylamine (1 mL). The reaction tube was then placed int... Procedure: In accordance with the foregoing procedures but where, in place of 1-fluorododecanol there is utilized (Z)-7-dodecenol; (Z)-9-dodecenol; (Z)-5-tetradecenol; (Z)-7-tetradecenol or (E)-11-tetradecenol there are obtained the corresponding (Z)-7-dodecenoic, (Z)-9-dodecenoic, (Z)-5-tetradecenoic, (Z)-7-tetradecenoic, (Z)-11-tetradecenoic or (E)-11-tetradecenoic acids respectively. Starting materials: C(CCCCC\C=C/CCCC)O ((Z)-7-dodecenol), C(CCCCCCC\C=C/CC)O ((Z)-9-dodecenol), FC(CCCCCCCCCCC)O (1-fluorododecanol), C(CCC\C=C/CCCCCCCC)O ((Z)-5-tetradecenol). RXN SMILES: FC(O)CCCCCCCCCCC.C(O)CCCCC/C=C\CCCC.C(O)CCCCCCC/C=C\CC.[CH2:41]([OH:55])[CH2:42][CH2:43][CH2:44]/[CH:45]=[CH:46]\[CH2:47][CH2:48][CH2:49][CH2:50][CH2:51][CH2:52][CH2:53][CH3:54]>>[CH2:41]([OH:55])[CH2:42][CH2:43][CH2:44][CH2:45][CH2:46]/[CH:47]=[CH:48]\[CH2:49][CH2:50][CH2:51][CH2:52][CH2:53][CH3:54].[CH2:41]([OH:55])[CH2:42][CH2:43][CH2:44][CH2:45][CH2:46][CH2:47][CH2:48][CH2:49][CH2:50]/[CH:51]=[CH:52]/[CH2:53][CH3:54]. Yields the product C(CCCCC\C=C/CCCCCC)O ((Z)-7-tetradecenol), C(CCCCCCCCC\C=C\CC)O ((E)-11-tetradecenol), (E)-11-tetradecenoic acids.